This data is from the Open Reaction Database (ORD), a public repository of structured organic reaction records. The task is: describe an organic reaction: reactants, conditions, products, and yield Solvent: CC(C)O (2-propanol), CC(C)O (2-propanol). Run at temperature 72.5 celsius, time 10 minute. Reported procedure: A solution of (R)-3-((E)-2-(pyrrolidinium-3-yl)vinyl)-5-(tetrahydro-2H-pyran-4-yloxy)pyridinium oxalate (380 g) in de-ionized water (2.6 L) was stirred and cooled to around 10° C. with an ice bath. Aqueous sodium hydroxide (0.40 L of 25%) was added over a period of 15 min, keeping the temperature below 30° C. Chloroform (1.6 L) was then added, and the mixture was stirred vigorously for 20 min and filtered to remove insoluble sodium oxalate. The layers were allowed to separate, and the chloroform... RXN SMILES: C(O)(=O)[C@H](CC(O)=O)O.C(O)(=O)[C@H](CC(O)=O)O.[NH:19]1[CH2:23][CH2:22][C@H:21](/[CH:24]=[CH:25]/[C:26]2[CH:27]=[N:28][CH:29]=[C:30]([O:32][CH:33]3[CH2:38][CH2:37][O:36][CH2:35][CH2:34]3)[CH:31]=2)[CH2:20]1>CC(O)C>[NH:19]1[CH2:23][CH2:22][C@H:21](/[CH:24]=[CH:25]/[C:26]2[CH:27]=[N:28][CH:29]=[C:30]([O:32][CH:33]3[CH2:38][CH2:37][O:36][CH2:35][CH2:34]3)[CH:31]=2)[CH2:20]1 |f:1.2|. The product is N1C[C@H](CC1)/C=C/C=1C=NC=C(C1)OC1CCOCC1 ((R)-3-((E)-2-(pyrrolidin-3-yl)vinyl)-5-(tetrahydropyran-4-yloxy)pyridine). Reactants: C([C@@H](O)CC(=O)O)(=O)O (L-malic acid), base, C([C@@H](O)CC(=O)O)(=O)O.N1C[C@H](CC1)/C=C/C=1C=NC=C(C1)OC1CCOCC1 ((R)-3-((E)-2-(pyrrolidin-3-yl)vinyl)-5-(tetrahydro-2H-pyran-4-yloxy)pyridine mono-L-malate salt). Reactants: [H-].[Na+] (sodium hydride), FC1=C(C=CC=C1)O (2-fluoro-phenol), ClC=1N=CC2=C(N1)OC(=N2)C2=CC(=C(C(=C2)C)OC)C (5-chloro-2-(4-methoxy-3,5-dimethyl-phenyl)-oxazolo[5,4-d]pyrimidine). The solvent is CC(=O)N(C)C (dimethylacetamide), CC(=O)N(C)C (dimethylacetamide). Reaction conditions: time 1.5 hour. Product: FC1=C(OC=2N=CC3=C(N2)OC(=N3)C3=CC(=C(C(=C3)C)OC)C)C=CC=C1 (5-(2-Fluoro-phenoxy)-2-(4-methoxy-3,5-dimethyl-phenyl)-oxazolo[5,4-d]pyrimidine). RXN SMILES: [H-].[Na+].[F:3][C:4]1[CH:9]=[CH:8][CH:7]=[CH:6][C:5]=1[OH:10].Cl[C:12]1[N:13]=[CH:14][C:15]2[N:20]=[C:19]([C:21]3[CH:26]=[C:25]([CH3:27])[C:24]([O:28][CH3:29])=[C:23]([CH3:30])[CH:22]=3)[O:18][C:16]=2[N:17]=1>CC(N(C)C)=O>[F:3][C:4]1[CH:9]=[CH:8][CH:7]=[CH:6][C:5]=1[O:10][C:12]1[N:13]=[CH:14][C:15]2[N:20]=[C:19]([C:21]3[CH:22]=[C:23]([CH3:30])[C:24]([O:28][CH3:29])=[C:25]([CH3:27])[CH:26]=3)[O:18][C:16]=2[N:17]=1 |f:0.1|. Procedure details: 149 mg of sodium hydride were added under an argon atmosphere to a solution of 418 mg of 2-fluoro-phenol in 15 ml dimethylacetamide. After stirring for 30 min at room temperature a solution of 900 mg of 5-chloro-2-(4-methoxy-3,5-dimethyl-phenyl)-oxazolo[5,4-d]pyrimidine in 20 ml dimethylacetamide was added slowly. The mixture was allowed to stir for 1.5 h at room temperature. Upon consumption of the starting oxazolo[5,4-d]pyrimidine an aqueous solution of citric acid (100 g/l) was added until th...